Dataset: the Open Reaction Database (ORD), a public repository of structured organic reaction records. Task: describe an organic reaction: reactants, conditions, products, and yield The reactants are N1=CC=CC=C1 (pyridine), C(CC\C=C\C)OC(CNC(C(=O)OC)=O)=O ((E)-Methyl 2-((2-(hex-4-en-1-yloxy)-2-oxoethyl)amino)-2-oxoacetate), O(S(=O)(=O)C(F)(F)F)S(=O)(=O)C(F)(F)F (Tf2O). Solvent: C(Cl)Cl (DCM). Yields the product CC1=C2C(=CN=C1C(=O)OC)OCCC2 (Methyl 5-methyl-3,4-dihydro-2H-pyrano[2,3-c]pyridine-6-carboxylate). Reaction SMILES: [CH2:1]([O:7][C:8](=O)[CH2:9][NH:10][C:11](=O)[C:12]([O:14][CH3:15])=[O:13])[CH2:2][CH2:3]/[CH:4]=[CH:5]/[CH3:6].N1C=CC=CC=1.O(S(C(F)(F)F)(=O)=O)S(C(F)(F)F)(=O)=O>C(Cl)Cl>[CH3:6][C:5]1[C:11]([C:12]([O:14][CH3:15])=[O:13])=[N:10][CH:9]=[C:8]2[O:7][CH2:1][CH2:2][CH2:3][C:4]=12. Reported procedure: (E)-Methyl 2-((2-(hex-4-en-1-yloxy)-2-oxoethyl)amino)-2-oxoacetate (0.24 g, 1 eq) and DCM (2.4 mL) were added to a vessel with stirring followed by the addition of pyridine (95 mg, 1.2 eq). Tf2O (0.42 g, 1.5 eq) was then added over 45 min at ambient temperature and the mixture was stirred at ambient temperature for 48 h. The mixture was washed with 20 wt % aqueous NaOAc (2×1.5 mL), 10 wt % aqueous citric acid (3×1.5 mL), and water (1×1.5 mL). The organic layer was then concentrated under reduced...